From a dataset of the Open Reaction Database (ORD), a public repository of structured organic reaction records. describe an organic reaction: reactants, conditions, products, and yield Reactants: C(=O)(O)[O-].[Na+] (NaHCO3), OC(C(CC1=CC=CC=C1)NC(C1=C(N=CC=C1)N1N=C2C=CC=CC2=C1)=O)C(=O)NOC (N-[3-hydroxy-4-(methoxyamino)-4-oxo-1-phenylbutan-2-yl]-2-(2H-indazol-2-yl)nicotinamide), CS(=O)C (DMSO), IC1=C(C(=O)O)C=CC=C1 (2-iodobenzoic acid). Solvent: ClCCl (dichloromethane), O (water). Reaction conditions: time 3 hour. The product is N=1N(C=C2C=CC=CC12)C1=C(C(=O)NC(CC2=CC=CC=C2)C(C(=O)NOC)=O)C=CC=N1 (2-(2H-Indazol-2-yl)-N-[4-(methoxyamino)-3,4-dioxo-1-phenyl-2-butanyl]nicotinamide). Isolated yield 92.6%. Reaction SMILES: [OH:1][CH:2]([C:29]([NH:31][O:32][CH3:33])=[O:30])[CH:3]([NH:11][C:12](=[O:28])[C:13]1[CH:18]=[CH:17][CH:16]=[N:15][C:14]=1[N:19]1[CH:27]=[C:26]2[C:21]([CH:22]=[CH:23][CH:24]=[CH:25]2)=[N:20]1)[CH2:4][C:5]1[CH:10]=[CH:9][CH:8]=[CH:7][CH:6]=1.CS(C)=O.IC1C=CC=CC=1C(O)=O.C([O-])(O)=O.[Na+]>ClCCl.O>[N:20]1[N:19]([C:14]2[N:15]=[CH:16][CH:17]=[CH:18][C:13]=2[C:12]([NH:11][CH:3]([C:2](=[O:1])[C:29]([NH:31][O:32][CH3:33])=[O:30])[CH2:4][C:5]2[CH:10]=[CH:9][CH:8]=[CH:7][CH:6]=2)=[O:28])[CH:27]=[C:26]2[C:21]=1[CH:22]=[CH:23][CH:24]=[CH:25]2 |f:3.4|. Reported procedure: To a solution of N-[3-hydroxy-4-(methoxyamino)-4-oxo-1-phenylbutan-2-yl]-2-(2H-indazol-2-yl)nicotinamide (1050 mg; 2.357 mmol) in DMSO (30 ml) 2-iodobenzoic acid (470 mg, 0.755 mmol) was added. After stirring for 4 hours at 30° C. additional 2-iodobenzoic acid (470 mg, 0.755 mmol) was added and stirring was continued for 3 hour at 30° C. and then overnight at room temperature. After cooling the reaction mixture to 15° C. a saturated aqueous solution of NaHCO3 (40 ml), water (40 ml) and dichlorom... The reactants are O=S([O-])c1ccc(Br)cc1, O=Cc1ccccc1Br, CN(C)CCN, CS(C)=O, [Cu+], O=S(=O)([O-])C(F)(F)F, [Na+], O, c1ccccc1. Yields the product O=Cc1ccccc1S(=O)(=O)c1ccc(Br)cc1. As a reaction SMILES: [Br:10][c:11]1[cH:12][cH:13][c:14]([S:17](=[O:18])[O-:19])[cH:15][cH:16]1.[Br:1][c:2]1[c:3]([CH:4]=[O:5])[cH:6][cH:7][cH:8][cH:9]1.[CH3:21][N:22]([CH3:23])[CH2:24][CH2:25][NH2:26].[CH3:28][S:29]([CH3:30])=[O:31].[Cu+:46].[F:38][C:39]([F:40])([F:41])[S:42]([O-:43])(=[O:44])=[O:45].[Na+:20].[OH2:27].[cH:32]1[cH:33][cH:34][cH:35][cH:36][cH:37]1>>[c:2]1([S:17]([c:14]2[cH:13][cH:12][c:11]([Br:10])[cH:16][cH:15]2)(=[O:18])=[O:19])[c:3]([CH:4]=[O:5])[cH:6][cH:7][cH:8][cH:9]1. Reactants: NC=1SC(=NN1)C(CC)(C)CC (2-amino-5-(1-ethyl-1-methylpropyl)-1,3,4-thiadiazole), O1CCCC1 (tetrahydrofuran), N1=CC=CC=C1 (pyridine), O1CCCC1 (tetrahydrofuran). The solvent is C(C1=CC=CC=C1)(=O)Cl (benzoyl chloride). Yields the product C(C)C(CC)(C)C1=NN=C(S1)NC(C1=CC=CC=C1)=O (N-[5-(1-ethyl-1-methylpropyl)-1,3,4-thiadiazol-2-yl]benzamide). Isolated yield 35.0%. As a reaction SMILES: [NH2:1][C:2]1[S:3][C:4]([C:7]([CH2:11][CH3:12])([CH3:10])[CH2:8][CH3:9])=[N:5][N:6]=1.N1C=C[CH:16]=[CH:15][CH:14]=1.[O:19]1[CH2:23][CH2:22][CH2:21][CH2:20]1>C(Cl)(=O)C1C=CC=CC=1>[CH2:8]([C:7]([C:4]1[S:3][C:2]([NH:1][C:23](=[O:19])[C:22]2[CH:16]=[CH:15][CH:14]=[CH:20][CH:21]=2)=[N:6][N:5]=1)([CH3:10])[CH2:11][CH3:12])[CH3:9]. Procedure: To a stirred suspension of 3.3 g of 2-amino-5-(1-ethyl-1-methylpropyl)-1,3,4-thiadiazole in 30 ml of tetrahydrofuran were added in one portion 2.8 g of benzoyl chloride. The reaction mixture was stirred at room temperature while a solution of 1.6 g of pyridine in 20 ml of tetrahydrofuran was added dropwise over thirty minutes. Following complete addition, the reaction mixture was heated at reflux for three hours. The mixture was then filtered to remove the pyridine hydrochloride, and the filtrat... Starting materials: C(C)(C)(C)OC(NC(C(O)C1CC1)C1=CC(=C(C=C1)F)F)=O ([2-cyclopropyl-1-(3,4-difluorophenyl)-2-hydroxy-ethyl]-carbamic acid-tert-butyl ester), [H-].[Na+] (NaH), O (water). The solvent is C1CCOC1 (THF). Conditions: temperature 35 celsius, time 3 hour. Product: C1(CC1)C1C(NC(O1)=O)C1=CC(=C(C=C1)F)F (5-cyclopropyl-4-(3,4-difluorophenyl)-oxazolidin-2-one). Isolated yield 100.6%. Reaction SMILES: C([O:5][C:6](=[O:22])[NH:7][CH:8]([C:14]1[CH:19]=[CH:18][C:17]([F:20])=[C:16]([F:21])[CH:15]=1)[CH:9]([CH:11]1[CH2:13][CH2:12]1)O)(C)(C)C.[H-].[Na+].O>C1COCC1>[CH:11]1([CH:9]2[O:22][C:6](=[O:5])[NH:7][CH:8]2[C:14]2[CH:19]=[CH:18][C:17]([F:20])=[C:16]([F:21])[CH:15]=2)[CH2:12][CH2:13]1 |f:1.2|. Procedure: To a well stirred solution of [2-cyclopropyl-1-(3,4-difluorophenyl)-2-hydroxy-ethyl]-carbamic acid-tert-butyl ester (1.7 g, 5.4 mmol) in THF (20 mL) was added 95% NaH (0.4 g, 16.2 mmol) at room temperature. The resulting suspension was stirred for 3 h at about 35° C. (warm water bath) and then quenched carefully with ice. The biphasic mixture was extracted with 100 mL of EtOAc, washed with brine, dried over Na2SO4, filtered and the solvent was removed in vacuo to yield 5-cyclopropyl-4-(3,4-diflu... Run in CN(C=O)C (N,N-dimethylformamide), O (water). As a reaction SMILES: [Br:1][C:2]1[C:3](Cl)=[N:4][C:5]([Cl:8])=[N:6][CH:7]=1.[NH2:10][C:11]1[CH:16]=[CH:15][CH:14]=[CH:13][C:12]=1[S:17]([NH:20][CH3:21])(=[O:19])=[O:18].C(=O)([O-])[O-].[K+].[K+].[Cl-].[NH4+]>CN(C)C=O.O>[Br:1][C:2]1[C:3]([NH:10][C:11]2[CH:16]=[CH:15][CH:14]=[CH:13][C:12]=2[S:17]([NH:20][CH3:21])(=[O:19])=[O:18])=[N:4][C:5]([Cl:8])=[N:6][CH:7]=1 |f:2.3.4,5.6|. Procedure details: A solution of 5-bromo-2,4-dichloropyrimidine (684 mg, 3.0 mmol) and 2-amino-N-methyl-benzenesulfonamide (559 mg, 3.0 mmol) in N,N-dimethylformamide (10 mL) containing potassium carbonate (830 mg, 6.0 mmol) is stirred at room temperature for 23 hours. Saturated aqueous ammonium chloride is added and the mixture is poured into water and extracted twice with ethyl acetate. The organic layer is washed with brine, dried over sodium sulfate, and evaporated in vacuo. The residue is purified with silica... The product is BrC=1C(=NC(=NC1)Cl)NC1=C(C=CC=C1)S(=O)(=O)NC (2-(5-bromo-2-chloro-pyrimidin-4-ylamino)-N-methyl-benzenesulfonamide). Reactants: [Cl-].[NH4+] (ammonium chloride), BrC=1C(=NC(=NC1)Cl)Cl (5-bromo-2,4-dichloropyrimidine), NC1=C(C=CC=C1)S(=O)(=O)NC (2-amino-N-methyl-benzenesulfonamide), C([O-])([O-])=O.[K+].[K+] (potassium carbonate). Reaction conditions: time 23 hour. Procedure: (S)-tert-Butyl 2-(4-(5-amino-1H-pyrazol-3-yl)phenyl)morpholine-4-carboxylate (100 mg, 0.29 mmol) was dissolved in a mixture of tetrahydrofurane/dichloromethane 2:3 (1.5 ml) then pyridine (46 mg, 0.047 ml, 0.58 mmol) and 4-dimethylaminopyridine (1.7 mg, 0.014 mmol) were added at 0° C. After 5 min, 4-fluorobenzoyl chloride (55.2 mg, 0.348 mmol) was addded and the reaction mixture was stirred at 0° C. for 1 h. The cooling bath was removed and the reaction mixture was allowed to stir at room tempera... The reagents and catalysts are CN(C1=CC=NC=C1)C (4-dimethylaminopyridine). Reaction SMILES: [NH2:1][C:2]1[NH:6][N:5]=[C:4]([C:7]2[CH:12]=[CH:11][C:10]([C@@H:13]3[O:18][CH2:17][CH2:16][N:15]([C:19]([O:21][C:22]([CH3:25])([CH3:24])[CH3:23])=[O:20])[CH2:14]3)=[CH:9][CH:8]=2)[CH:3]=1.N1C=CC=CC=1.[F:32][C:33]1[CH:41]=[CH:40][C:36]([C:37](Cl)=[O:38])=[CH:35][CH:34]=1>O1CCCC1.ClCCl.CN(C)C1C=CN=CC=1>[F:32][C:33]1[CH:41]=[CH:40][C:36]([C:37]([NH:1][C:2]2[NH:6][N:5]=[C:4]([C:7]3[CH:8]=[CH:9][C:10]([C@@H:13]4[O:18][CH2:17][CH2:16][N:15]([C:19]([O:21][C:22]([CH3:25])([CH3:24])[CH3:23])=[O:20])[CH2:14]4)=[CH:11][CH:12]=3)[CH:3]=2)=[O:38])=[CH:35][CH:34]=1 |f:3.4|. Solvent: O1CCCC1.ClCCl (tetrahydrofurane dichloromethane). Reactants: N1=CC=CC=C1 (pyridine), NC1=CC(=NN1)C1=CC=C(C=C1)[C@H]1CN(CCO1)C(=O)OC(C)(C)C ((S)-tert-Butyl 2-(4-(5-amino-1H-pyrazol-3-yl)phenyl)morpholine-4-carboxylate), FC1=CC=C(C(=O)Cl)C=C1 (4-fluorobenzoyl chloride). Yields the product FC1=CC=C(C(=O)NC2=CC(=NN2)C2=CC=C(C=C2)[C@H]2CN(CCO2)C(=O)OC(C)(C)C)C=C1 ((S)-tert-Butyl 2-(4-(5-(4-fluorobenzamido)-1H-pyrazol-3-yl)phenyl)morpholine-4-carboxylate). Run at temperature 0 celsius, time 5 minute. Yields the product FC1=C(C=CC(=C1)F)[C@]([C@@H](C)N1C(N(C=C1)C1=CC=C(C=C1)OC(C(F)F)(F)F)=O)(CN1N=CN=C1)O (1-[(1R,2R)-2-(2,4-difluorophenyl)-2-hydroxy-1-methyl-3-(1H-1,2,4-triazol-1-yl)propyl]-3-[4-(1,1,2,2-tetrafluoroethoxy)phenyl]-2(1H,3H)-imidazolone). As a reaction SMILES: [H-].[Na+].[F:3][C:4]([F:21])([O:8][C:9]1[CH:14]=[CH:13][C:12]([N:15]2[CH:19]=[CH:18][NH:17][C:16]2=[O:20])=[CH:11][CH:10]=1)[CH:5]([F:7])[F:6].[F:22][C:23]1[CH:28]=[C:27]([F:29])[CH:26]=[CH:25][C:24]=1[C@@:30]1([CH2:34][N:35]2[CH:39]=[N:38][CH:37]=[N:36]2)[C@H:32]([CH3:33])[O:31]1>>[F:22][C:23]1[CH:28]=[C:27]([F:29])[CH:26]=[CH:25][C:24]=1[C@@:30]([OH:31])([CH2:34][N:35]1[CH:39]=[N:38][CH:37]=[N:36]1)[C@H:32]([N:17]1[CH:18]=[CH:19][N:15]([C:12]2[CH:13]=[CH:14][C:9]([O:8][C:4]([F:3])([F:21])[CH:5]([F:6])[F:7])=[CH:10][CH:11]=2)[C:16]1=[O:20])[CH3:33] |f:0.1|. Solvent: oil. The reactants are [H-].[Na+] (Sodium hydride), FC(C(F)F)(OC1=CC=C(C=C1)N1C(NC=C1)=O)F (1-[4-(1,1,2,2-tetrafluoroethoxy)phenyl]-2(1H,3H)-imidazolone), FC1=C(C=CC(=C1)F)[C@@]1(O[C@H]1C)CN1N=CN=C1 ((2R,3S)-2-(2,4-Difluorophenyl)-3-methyl-2-(1H-1,2,4-triazol-1-yl)methyloxirane). Isolated yield 36.0%. Reported procedure: 60% Sodium hydride in oil (2.4 g) was added portion-wise to a stirred solution of 1-[4-(1,1,2,2-tetrafluoroethoxy)phenyl]-2(1H,3H)-imidazolone (16.6 g) and the resulting mixture was stirred for 30 minutes at room temperature. (2R,3S)-2-(2,4-Difluorophenyl)-3-methyl-2-(1H-1,2,4-triazol-1-yl)methyloxirane (10 g) was added and the mixture was stirred at 80° C. for 20 hours. After cooling, the mixture was concentrated into a volume of about 50 ml under reduced pressure and diluted ice-water (400 ml)... Conditions: time 30 minute. Starting materials: COC1=C(C=CC(=C1)OC)CNC1=CC(=C(C=N1)C(=O)OC)OC (Methyl 6-[(2,4-dimethoxyphenyl)methylamino]-4-methoxypyridine-3-carboxylate), [OH-].[K+] (potassium hydroxide). Run in O1CCCC1 (tetrahydrofuran), CO (methanol). Reaction conditions: time 15 hour. Product: COC1=C(C=CC(=C1)OC)CNC1=CC(=C(C=N1)C(=O)O)OC (6-[(2,4-Dimethoxyphenyl)methylamino]-4-methoxypyridine-3-carboxylic acid). Yield: 80.1%. Reaction SMILES: [CH3:1][O:2][C:3]1[CH:8]=[C:7]([O:9][CH3:10])[CH:6]=[CH:5][C:4]=1[CH2:11][NH:12][C:13]1[N:18]=[CH:17][C:16]([C:19]([O:21]C)=[O:20])=[C:15]([O:23][CH3:24])[CH:14]=1.[OH-].[K+]>O1CCCC1.CO>[CH3:1][O:2][C:3]1[CH:8]=[C:7]([O:9][CH3:10])[CH:6]=[CH:5][C:4]=1[CH2:11][NH:12][C:13]1[N:18]=[CH:17][C:16]([C:19]([OH:21])=[O:20])=[C:15]([O:23][CH3:24])[CH:14]=1 |f:1.2|. Reported procedure: Methyl 6-[(2,4-dimethoxyphenyl)methylamino]-4-methoxypyridine-3-carboxylate (1.16 g) was dissolved in a mixed solvent of tetrahydrofuran (10 mL) and methanol (10 mL). An aqueous potassium hydroxide solution (1 M, 7 mL) was added to the solution at room temperature. The reaction solution was stirred for 15 hours, and the organic solvent was then distilled off under reduced pressure. The obtained residue was diluted with water, and hydrochloric acid (1 M, 7.5 mL) was then added thereto. The result... The reactants are C1CCOC1, COC(=O)C(Cc1ccc(Cl)c(Cl)c1)NC(=O)c1ccc(Cl)cc1NS(=O)(=O)c1cccc2nsnc12, Cl, [Li+], [OH-], O. The product is O=C(NC(Cc1ccc(Cl)c(Cl)c1)C(=O)O)c1ccc(Cl)cc1NS(=O)(=O)c1cccc2nsnc12. As a reaction SMILES: [CH2:38]1[O:39][CH2:40][CH2:41][CH2:42]1.[CH3:1][O:2][C:3]([CH:4]([CH2:5][c:6]1[cH:7][c:8]([Cl:13])[c:9]([Cl:12])[cH:10][cH:11]1)[NH:14][C:15]([c:16]1[c:17]([NH:23][S:24](=[O:25])(=[O:26])[c:27]2[cH:28][cH:29][cH:30][c:31]3[c:32]2[n:33][s:34][n:35]3)[cH:18][c:19]([Cl:22])[cH:20][cH:21]1)=[O:36])=[O:37].[ClH:45].[Li+:44].[OH-:43].[OH2:46]>>[O:2]=[C:3]([CH:4]([CH2:5][c:6]1[cH:7][c:8]([Cl:13])[c:9]([Cl:12])[cH:10][cH:11]1)[NH:14][C:15]([c:16]1[c:17]([NH:23][S:24](=[O:25])(=[O:26])[c:27]2[cH:28][cH:29][cH:30][c:31]3[c:32]2[n:33][s:34][n:35]3)[cH:18][c:19]([Cl:22])[cH:20][cH:21]1)=[O:36])[OH:37].